This data is from the Open Reaction Database (ORD), a public repository of structured organic reaction records. The task is: describe an organic reaction: reactants, conditions, products, and yield The reactants are N1=C(C(=CC(=C1)C)C)C (2,3,5-collidine), CC1=NC(=C(C=C1C)C)C (2,3,5,6-tetramethylpyridine). The product is N1=C(C(=CC(=C1)C)C)C (2,3,5-collidine), N1=CC(=CC(=C1)C)C (3,5-lutidine). As a reaction SMILES: [N:1]1[CH:6]=[C:5]([CH3:7])[CH:4]=[C:3]([CH3:8])[C:2]=1[CH3:9].C[C:11]1[C:16]([CH3:17])=[CH:15][C:14]([CH3:18])=[C:13](C)[N:12]=1>>[N:1]1[CH:6]=[C:5]([CH3:7])[CH:4]=[C:3]([CH3:8])[C:2]=1[CH3:9].[N:12]1[CH:13]=[C:14]([CH3:18])[CH:15]=[C:16]([CH3:17])[CH:11]=1. Procedure: Into a 1-liter electromagnetic agitation type autoclave equipped with a reflux condenser were charged 321 g of 3,5-lutidine and 64 g of Raney cobalt, and the air in the vessel was replaced with hydrogen gas, after which the internal temperature was raised to 240° C. Next, 570 g of methanol was continuously introduced thereinto under pressure by means of a constant volume delivery pump over a period of 7 hours. During the introduction of methanol, the produced gas was intermittently liberated out...